This data is from the Open Reaction Database (ORD), a public repository of structured organic reaction records. The task is: describe an organic reaction: reactants, conditions, products, and yield Starting materials: O=C([O-])[O-], O=C(Cl)OCC(Cl)(Cl)Cl, CN1C2CCC1CC(Sc1ccc(F)cc1)C2, [K+], [K+], c1ccccc1. Yields the product O=C(OCC(Cl)(Cl)Cl)N1C2CCC1CC(Sc1ccc(F)cc1)C2. Reaction SMILES: [C:27](=[O:28])([O-:29])[O-:30].[Cl:18][C:19](=[O:20])[O:21][CH2:22][C:23]([Cl:24])([Cl:25])[Cl:26].[F:1][c:2]1[cH:3][cH:4][c:5]([S:8][CH:9]2[CH2:10][CH:11]3[CH2:12][CH2:13][CH:14]([CH2:15]2)[N:16]3[CH3:17])[cH:6][cH:7]1.[K+:31].[K+:32].[cH:33]1[cH:34][cH:35][cH:36][cH:37][cH:38]1>>[F:1][c:2]1[cH:3][cH:4][c:5]([S:8][CH:9]2[CH2:10][CH:11]3[CH2:12][CH2:13][CH:14]([CH2:15]2)[N:16]3[C:19](=[O:20])[O:21][CH2:22][C:23]([Cl:24])([Cl:25])[Cl:26])[cH:6][cH:7]1. The reactants are CC(C)(C)c1cc(C(=O)Cl)cc(C(C)(C)C)c1O, COC(=O)c1cc(C)c(O)c(C)c1, Cc1ccccc1, Cl. Reaction SMILES: [C:15]([CH3:16])([CH3:17])([CH3:18])[c:19]1[cH:20][c:21]([C:22](=[O:23])[Cl:24])[cH:25][c:26]([C:29]([CH3:30])([CH3:31])[CH3:32])[c:27]1[OH:28].[CH3:1][c:2]1[cH:3][c:4]([C:5](=[O:6])[O:7][CH3:8])[cH:9][c:10]([CH3:13])[c:11]1[OH:12].[CH3:33][c:34]1[cH:35][cH:36][cH:37][cH:38][cH:39]1.[ClH:14]>>[CH3:1][c:2]1[cH:3][c:4]([C:5](=[O:6])[O:7][CH3:8])[cH:9][c:10]([CH3:13])[c:11]1[O:12][C:22]([c:21]1[cH:20][c:19]([C:15]([CH3:16])([CH3:17])[CH3:18])[c:27]([OH:28])[c:26]([C:29]([CH3:30])([CH3:31])[CH3:32])[cH:25]1)=[O:23]. The product is COC(=O)c1cc(C)c(OC(=O)c2cc(C(C)(C)C)c(O)c(C(C)(C)C)c2)c(C)c1. Starting materials: FC1=C(CN2C(=NC3=C2C=CC=C3)C3=C(C=CC=C3F)F)C(=CC=C1)F (1-(2,6-difluorobenzyl)-2-(2,6-difluorophenyl)benzimidazole), OS(=O)(=O)O (H2SO4), NaH,THF, [Sn](Cl)Cl (tin (II) chloride), Cl (HCl), CC(=O)OC(=O)C (Ac2O), FC1=C(CN2C(=NC3=C2C=CC=C3[N+](=O)[O-])C3=C(C=CC=C3F)F)C(=CC=C1)F (1-(2,6-difluorobenzyl)-2-(2,6-difluorophenyl)-4-nitrobenzimidazole), [BH4-].[Na+] (NaBH4), Cl (HCl), nitro, 2,6-F2-BnBr, Br (HBr), N(=O)[O-].[Na+] (NaNO2), FC1=C(C(=O)Cl)C(=CC=C1)F (2,6-difluorobenzoyl chloride), Cl[Sn]Cl (SnCl2). Solvent: N1=CC=CC=C1.C1CCOC1 (pyridine THF), CC(=O)O (AcOH), CC(=O)O (AcOH), C1CCOC1 (THF). The product is NC1=CC=CC=2N(C(=NC21)C2=C(C=CC=C2F)F)CC2=C(C=CC=C2F)F (4-amino-1-(2,6-difluorobenzyl)-2-(2,6-difluorophenyl)benzimidazole). RXN SMILES: FC1C=CC=C(F)C=1CN1C2C=CC=CC=2N=C1C1C(F)=CC=CC=1F.FC1C=CC=C(F)C=1C(Cl)=O.Cl[Sn]Cl.Cl.CC(OC(C)=O)=O.[BH4-].[Na+].OS(O)(=O)=O.N([O-])=O.[Na+].Br.[F:61][C:62]1[CH:88]=[CH:87][CH:86]=[C:85]([F:89])[C:63]=1[CH2:64][N:65]1[C:69]2[CH:70]=[CH:71][CH:72]=[C:73]([N+:74]([O-])=O)[C:68]=2[N:67]=[C:66]1[C:77]1[C:82]([F:83])=[CH:81][CH:80]=[CH:79][C:78]=1[F:84]>C1COCC1.CC(O)=O.N1C=CC=CC=1.C1COCC1>[NH2:74][C:73]1[C:68]2[N:67]=[C:66]([C:77]3[C:82]([F:83])=[CH:81][CH:80]=[CH:79][C:78]=3[F:84])[N:65]([CH2:64][C:63]3[C:62]([F:61])=[CH:88][CH:87]=[CH:86][C:85]=3[F:89])[C:69]=2[CH:70]=[CH:71][CH:72]=1 |f:5.6,8.9,14.15|. Reported procedure: FIG. 9 provides a schematic approach for the preparation of 1-(2,6-difluorobenzyl)-2-(2,6-difluorophenyl)benzimidazole substituted with chloro, bromo, nitro, amino, acetylamino, dimethylamino groups at the C-4 position of the benzimidazole ring. In this Figure, “a” comprises 2,6-difluorobenzoyl chloride, pyridine:THF (1:1); “b” comprises AcOH reflux; “c” comprises 2,6-F2-BnBr, NaH,THF; “d” comprises SnCl2, AcOH, HCl; “e” comprises Ac2O, THF; “f” comprises H2CO, NaBH4, H2SO4; and “g” comprises Na... Starting materials: C(C)(=O)C1=CC=2N(C=C1)C(=CN2)C(=O)NC2=C1C(=NN(C1=CC=C2)CC2=NC(=CC=C2)C)C (7-acetyl-N-(3-methyl-1-((6-methylpyridin-2-yl)methyl)-1H-indazol-4-yl)imidazo[1,2-a]pyridine-3-carboxamide), C(O)CN (ethanolamine). Product: OCCNC(C)C1=CC=2N(C=C1)C(=CN2)C(=O)NC2=C1C(=NN(C1=CC=C2)CC2=NC(=CC=C2)C)C (7-(1-(2-hydroxyethylamino)ethyl)-N-(3-methyl-1-((6-methylpyridin-2-yl)methyl)-1H-indazol-4-yl)imidazo[1,2-a]pyridine-3-carboxamide). Procedure details: Prepared from 7-acetyl-N-(3-methyl-1-((6-methylpyridin-2-yl)methyl)-1H-indazol-4-yl)imidazo[1,2-a]pyridine-3-carboxamide (Example 79) and ethanolamine following procedure in Example 72, Step C. MS (ES+APCI) m/z=484 (M+H) detected. Reaction SMILES: [C:1]([C:4]1[CH:9]=[CH:8][N:7]2[C:10]([C:13]([NH:15][C:16]3[CH:24]=[CH:23][CH:22]=[C:21]4[C:17]=3[C:18]([CH3:33])=[N:19][N:20]4[CH2:25][C:26]3[CH:31]=[CH:30][CH:29]=[C:28]([CH3:32])[N:27]=3)=[O:14])=[CH:11][N:12]=[C:6]2[CH:5]=1)(=O)[CH3:2].[CH2:34]([CH2:36][NH2:37])[OH:35]>>[OH:35][CH2:34][CH2:36][NH:37][CH:1]([C:4]1[CH:9]=[CH:8][N:7]2[C:10]([C:13]([NH:15][C:16]3[CH:24]=[CH:23][CH:22]=[C:21]4[C:17]=3[C:18]([CH3:33])=[N:19][N:20]4[CH2:25][C:26]3[CH:31]=[CH:30][CH:29]=[C:28]([CH3:32])[N:27]=3)=[O:14])=[CH:11][N:12]=[C:6]2[CH:5]=1)[CH3:2]. Reactants: Cc1cc(-c2nncn2C2CCCCO2)ccc1-c1cnc2c(n1)N(CCC1CCOCC1)C(C)(C)C(=O)N2, CCO, Cl, O. Product: Cc1cc(-c2nnc[nH]2)ccc1-c1cnc2c(n1)N(CCC1CCOCC1)C(C)(C)C(=O)N2. RXN SMILES: [CH3:2][C:3]1([CH3:40])[N:4]([CH2:32][CH2:33][CH:34]2[CH2:35][CH2:36][O:37][CH2:38][CH2:39]2)[c:5]2[c:6]([n:7][cH:8][c:9](-[c:11]3[c:12]([CH3:28])[cH:13][c:14](-[c:17]4[n:18][n:19][cH:20][n:21]4[CH:22]4[CH2:23][CH2:24][CH2:25][CH2:26][O:27]4)[cH:15][cH:16]3)[n:10]2)[NH:29][C:30]1=[O:31].[CH3:42][CH2:43][OH:44].[ClH:1].[OH2:41]>>[CH3:2][C:3]1([CH3:40])[N:4]([CH2:32][CH2:33][CH:34]2[CH2:35][CH2:36][O:37][CH2:38][CH2:39]2)[c:5]2[c:6]([n:7][cH:8][c:9](-[c:11]3[c:12]([CH3:28])[cH:13][c:14](-[c:17]4[n:18][n:19][cH:20][nH:21]4)[cH:15][cH:16]3)[n:10]2)[NH:29][C:30]1=[O:31]. The reactants are [Li]CCCC (n-BuLi), IC1=CC=C(C=C1)CCCCCCCC (1-iodo-4-octylbenzene), C(C)(C)OB1OC(C(O1)(C)C)(C)C (2-Isopropoxy-4,4,5,5-tetramethyl[1,3,2]dioxaborolane). The solvent is C1CCOC1 (THF). Run at temperature -78 celsius, time 10 minute. Product: CC1(OB(OC1(C)C)C1=CC=C(C=C1)CCCCCCCC)C (4,4,5,5-tetramethyl-2-(4-octylphenyl)-1,3,2-dioxaborolane). As a reaction SMILES: [Li]CCCC.I[C:7]1[CH:12]=[CH:11][C:10]([CH2:13][CH2:14][CH2:15][CH2:16][CH2:17][CH2:18][CH2:19][CH3:20])=[CH:9][CH:8]=1.C(O[B:25]1[O:29][C:28]([CH3:31])([CH3:30])[C:27]([CH3:33])([CH3:32])[O:26]1)(C)C>C1COCC1>[CH3:32][C:27]1([CH3:33])[C:28]([CH3:31])([CH3:30])[O:29][B:25]([C:7]2[CH:12]=[CH:11][C:10]([CH2:13][CH2:14][CH2:15][CH2:16][CH2:17][CH2:18][CH2:19][CH3:20])=[CH:9][CH:8]=2)[O:26]1. Reported procedure: n-BuLi (16.6 mL, 1.6 M in hexanes) was added over 10 minutes to a solution of 1-iodo-4-octylbenzene from Part A (6.9 g, 21.8 mmol) in dry THF (100 mL) at −78° C. under a nitrogen atmosphere. The mixture was stirred for another 10 minutes at −78° C. 2-Isopropoxy-4,4,5,5-tetramethyl[1,3,2]dioxaborolane (6.21 mL, 30.4 mmol) was subsequently added dropwise to the mixture and stirring was continued at room temperature overnight. The reaction was then quenched with distilled water, and THF was removed... Starting materials: CC#N, ClCCl, O=[N+]([O-])c1ccccc1-c1nc2cccc(CO)c2[nH]1. Product: O=Cc1cccc2nc(-c3ccccc3[N+](=O)[O-])[nH]c12. Reaction SMILES: [CH3:21][C:22]#[N:23].[Cl:24][CH2:25][Cl:26].[OH:1][CH2:2][c:3]1[cH:4][cH:5][cH:6][c:7]2[n:8][c:9](-[c:12]3[c:13]([N+:18](=[O:19])[O-:20])[cH:14][cH:15][cH:16][cH:17]3)[nH:10][c:11]12>>[O:1]=[CH:2][c:3]1[cH:4][cH:5][cH:6][c:7]2[n:8][c:9](-[c:12]3[c:13]([N+:18](=[O:19])[O-:20])[cH:14][cH:15][cH:16][cH:17]3)[nH:10][c:11]12.